describe an organic reaction: reactants, conditions, products, and yield From a dataset of the Open Reaction Database (ORD), a public repository of structured organic reaction records. The reactants are C(C1=CC=CC=C1)C1=NC(=CC=C1I)N1CC2(CC1)OCCO2 (2-benzyl-3-iodo-6-(3,3-ethylenedioxypyrrolidine-1-yl)pyridine), ClN1C(CCC1=O)=O (N-chlorosuccinimide), aqueous solution, S(=S)(=O)([O-])[O-].[Na+].[Na+] (sodium thiosulfate). Solvent: CN(C=O)C (N,N-dimethylformamide). Product: C(C1=CC=CC=C1)C1=NC(=C(C=C1I)Cl)N1CC2(CC1)OCCO2 (2-benzyl-3-iodo-5-chloro-6-(3,3-ethylenedioxypyrrolidine-1-yl)pyridine). Yield: 59.2%. As a reaction SMILES: [CH2:1]([C:8]1[C:13]([I:14])=[CH:12][CH:11]=[C:10]([N:15]2[CH2:19][CH2:18][C:17]3([O:23][CH2:22][CH2:21][O:20]3)[CH2:16]2)[N:9]=1)[C:2]1[CH:7]=[CH:6][CH:5]=[CH:4][CH:3]=1.[Cl:24]N1C(=O)CCC1=O.S([O-])([O-])(=O)=S.[Na+].[Na+]>CN(C)C=O>[CH2:1]([C:8]1[C:13]([I:14])=[CH:12][C:11]([Cl:24])=[C:10]([N:15]2[CH2:19][CH2:18][C:17]3([O:20][CH2:21][CH2:22][O:23]3)[CH2:16]2)[N:9]=1)[C:2]1[CH:3]=[CH:4][CH:5]=[CH:6][CH:7]=1 |f:2.3.4|. Reported procedure: A mixture of 500 mg of 2-benzyl-3-iodo-6-(3,3-ethylenedioxypyrrolidine-1-yl)pyridine obtained in Example 118c, 174 mg of N-chlorosuccinimide and 5 ml of N,N-dimethylformamide was stirred under heating for 5 hours in an oil bath kept at 60° C. 1 ml of aqueous solution containing 1 mol of sodium thiosulfate was added to the reaction solution, the mixture was partitioned between ethyl acetate and water. The organic phase was washed with water and brine, dried over anhydrous magnesium sulfate and th... The reactants are Cl.NO (hydroxylamine hydrochloride), [OH-].[Na+] (sodium hydroxide), CC1=NC=CC(=C1C=O)C (2,4-dimethyl-3-pyridinecarbaldehyde). Solvent: O (water), C(C)O (ethanol). Conditions: temperature 65 celsius. Yields the product CC1=NC=CC(=C1C=NO)C (2,4-dimethyl-3-pyridinecarbaldehyde oxime). The yield is 88.4%. Reaction SMILES: Cl.[NH2:2][OH:3].[OH-].[Na+].[CH3:6][C:7]1[C:12]([CH:13]=O)=[C:11]([CH3:15])[CH:10]=[CH:9][N:8]=1>O.C(O)C>[CH3:6][C:7]1[C:12]([CH:13]=[N:2][OH:3])=[C:11]([CH3:15])[CH:10]=[CH:9][N:8]=1 |f:0.1,2.3|. Procedure details: A solution of hydroxylamine hydrochloride (0.21 g, 3.0 mmol) and sodium hydroxide (0.12 g, 3.0 mmol) in water (1.9 mL) was added to a solution of 2,4-dimethyl-3-pyridinecarbaldehyde (0.35 g, 2.6 mmol) in ethanol (3.8 mL). The solution was heated in a 65° C. oil bath for 2 hours. The mixture was concentrated and the residue diluted with water and filtered. The resulting white solid was dried in a 45° C. vacuum oven with P2O5 to yield 2,4-dimethyl-3-pyridinecarbaldehyde oxime (345 mg, 88%). 1H NMR... Reagents/catalysts: [Pd] (palladium on charcoal). Procedure details: A solution of tert-butyl (3R,5E)-3-({[(1s)-2,2-dimethyl-1-({[(1R)-1-phenylethyl]amino}carbonyl)propyl]amino}carbonyl)-6-(3-methyl-4-phenoxyphenyl)hex-5-enoate (615 mg, 1.00 mmol), ammonium formate (310 mg, 4.9 mmol) and 10% palladium on charcoal (65 mg) in methanol (8 mL) was stirred at 20° C. for 16 h. The mixture was filtered through Arbocel filter aid and concentrated under reduced pressure. The residue was dissolved in ethyl acetate and washed with saturated aqueous sodium chloride, dried (M... As a reaction SMILES: [CH3:1][C:2]([CH3:45])([CH3:44])[C@H:3]([NH:15][C:16]([C@H:18]([CH2:27]/[CH:28]=[CH:29]/[C:30]1[CH:35]=[CH:34][C:33]([O:36][C:37]2[CH:42]=[CH:41][CH:40]=[CH:39][CH:38]=2)=[C:32]([CH3:43])[CH:31]=1)[CH2:19][C:20]([O:22][C:23]([CH3:26])([CH3:25])[CH3:24])=[O:21])=[O:17])[C:4]([NH:6][C@@H:7]([C:9]1[CH:14]=[CH:13][CH:12]=[CH:11][CH:10]=1)[CH3:8])=[O:5].C([O-])=O.[NH4+]>[Pd].CO>[CH3:44][C:2]([CH3:1])([CH3:45])[C@H:3]([NH:15][C:16]([C@H:18]([CH2:27][CH2:28][CH2:29][C:30]1[CH:35]=[CH:34][C:33]([O:36][C:37]2[CH:42]=[CH:41][CH:40]=[CH:39][CH:38]=2)=[C:32]([CH3:43])[CH:31]=1)[CH2:19][C:20]([O:22][C:23]([CH3:24])([CH3:25])[CH3:26])=[O:21])=[O:17])[C:4]([NH:6][C@@H:7]([C:9]1[CH:10]=[CH:11][CH:12]=[CH:13][CH:14]=1)[CH3:8])=[O:5] |f:1.2|. The product is CC([C@@H](C(=O)N[C@H](C)C1=CC=CC=C1)NC(=O)[C@@H](CC(=O)OC(C)(C)C)CCCC1=CC(=C(C=C1)OC1=CC=CC=C1)C)(C)C (tert-butyl (3R)-3-({[(1S)-2,2-dimethyl-1-({[(1R)-1-phenylethyl]amino}carbonyl)propyl]amino}carbonyl)-6-(3-methyl-4-phenoxyphenyl)hexanoate). Yield: 89.5%. Reactants: CC([C@@H](C(=O)N[C@H](C)C1=CC=CC=C1)NC(=O)[C@@H](CC(=O)OC(C)(C)C)C\C=C\C1=CC(=C(C=C1)OC1=CC=CC=C1)C)(C)C (tert-butyl (3R,5E)-3-({[(1s)-2,2-dimethyl-1-({[(1R)-1-phenylethyl]amino}carbonyl)propyl]amino}carbonyl)-6-(3-methyl-4-phenoxyphenyl)hex-5-enoate), C(=O)[O-].[NH4+] (ammonium formate). The solvent is CO (methanol). Reactants: IC=1C=C(C(N(C1C)C1=CC(=CC=C1)C(F)(F)F)=O)C(=O)NC (5-iodo-N,6-dimethyl-2-oxo-1-[3-(trifluoromethyl)phenyl]-1,2-dihydropyridine-3-carboxamide), C(#N)C1=CC=C(C=C1)N1N=CC=C1B(O)O ([1-(4-cyanophenyl)-1H-pyrazol-5-yl]boronic acid). Reagents/catalysts: [Pd].C(C)(C)(C)P(C(C)(C)C)C(C)(C)C (palladium tri-tert-butylphosphine), [Pd].C(C)(C)(C)P(C(C)(C)C)C(C)(C)C (Palladium tri-tert-butylphosphine). The solvent is COCCOC (DME), C(=O)([O-])[O-].[Na+].[Na+] (Na2CO3), C(C)(=O)OCC (ethyl acetate). Conditions: temperature 82 celsius, time 2 hour. Product: C(#N)C1=CC=C(C=C1)N1N=CC=C1C=1C=C(C(N(C1C)C1=CC(=CC=C1)C(F)(F)F)=O)C(=O)NC (5-[1-(4-Cyanophenyl)-1H-pyrazol-5-yl]-N,6-dimethyl-2-oxo-1-[3-(trifluoromethyl)phenyl]-1,2-dihydropyridine-3-carboxamide). Yield: 36.4%. RXN SMILES: I[C:2]1[CH:3]=[C:4]([C:20]([NH:22][CH3:23])=[O:21])[C:5](=[O:19])[N:6]([C:9]2[CH:14]=[CH:13][CH:12]=[C:11]([C:15]([F:18])([F:17])[F:16])[CH:10]=2)[C:7]=1[CH3:8].[C:24]([C:26]1[CH:31]=[CH:30][C:29]([N:32]2[C:36](B(O)O)=[CH:35][CH:34]=[N:33]2)=[CH:28][CH:27]=1)#[N:25]>COCCOC.C([O-])([O-])=O.[Na+].[Na+].C(OCC)(=O)C.[Pd].C(P(C(C)(C)C)C(C)(C)C)(C)(C)C>[C:24]([C:26]1[CH:27]=[CH:28][C:29]([N:32]2[C:36]([C:2]3[CH:3]=[C:4]([C:20]([NH:22][CH3:23])=[O:21])[C:5](=[O:19])[N:6]([C:9]4[CH:14]=[CH:13][CH:12]=[C:11]([C:15]([F:18])([F:17])[F:16])[CH:10]=4)[C:7]=3[CH3:8])=[CH:35][CH:34]=[N:33]2)=[CH:30][CH:31]=1)#[N:25] |f:3.4.5,7.8|. Reported procedure: Argon was bubbled through 5-iodo-N,6-dimethyl-2-oxo-1-[3-(trifluoromethyl)phenyl]-1,2-dihydropyridine-3-carboxamide (SM2, 200 mg, 0.46 mmol) and [1-(4-cyanophenyl)-1H-pyrazol-5-yl]boronic acid (SM3, 150 mg, 0.70 mmol) in DME (10 ml) and 2M Na2CO3 (5 ml) for 10 min. Palladium-tri-tert-butylphosphine (25 mg, 0.049 mmol) was added and the mixture was stirred under argon at 82° C. for 2 h. More SM3 (150 mg, 0.70 mmol) and palladium-tri-tert-butylphosphine (10 mg, 0.019 mmol) were added and the mixtu...